The task is: describe an organic reaction: reactants, conditions, products, and yield. This data is from the Open Reaction Database (ORD), a public repository of structured organic reaction records. The reactants are CC(C)(C)c1nc2cc(S(=O)(=O)Cl)ccc2n1CC1CCOCC1, Cc1cn[nH]c1, CN(C)c1ccncc1, CC#N. The product is Cc1cnn(S(=O)(=O)c2ccc3c(c2)nc(C(C)(C)C)n3CC2CCOCC2)c1. RXN SMILES: [C:1]([CH3:2])([CH3:3])([CH3:4])[c:5]1[n:6][c:7]2[c:8]([n:9]1[CH2:10][CH:11]1[CH2:12][CH2:13][O:14][CH2:15][CH2:16]1)[cH:17][cH:18][c:19]([S:21](=[O:22])(=[O:23])[Cl:24])[cH:20]2.[CH3:25][c:26]1[cH:27][n:28][nH:29][cH:30]1.[CH3:31][N:32]([c:33]1[cH:34][cH:35][n:36][cH:37][cH:38]1)[CH3:39].[CH3:40][C:41]#[N:42]>>[C:1]([CH3:2])([CH3:3])([CH3:4])[c:5]1[n:6][c:7]2[c:8]([n:9]1[CH2:10][CH:11]1[CH2:12][CH2:13][O:14][CH2:15][CH2:16]1)[cH:17][cH:18][c:19]([S:21](=[O:22])(=[O:23])[n:28]1[cH:27][c:26]([CH3:25])[cH:30][n:29]1)[cH:20]2. Starting materials: C1CCOC1, [Cu+2], O=[N+]([O-])c1ccc(-c2cc(C(F)(F)F)nc(-c3ccc(C(F)(F)F)cc3)n2)cc1, CSc1nc(-c2ccc([N+](=O)[O-])cc2)cc(C(F)(F)C(F)(F)C(F)(F)F)n1, OB(O)c1ccc(C(F)(F)F)cc1, c1coc(P(c2ccco2)c2ccco2)c1, O=C([O-])c1cccs1, O=C([O-])c1cccs1. Product: Nc1ccc(-c2cc(C(F)(F)F)nc(-c3ccc(C(F)(F)F)cc3)n2)cc1. Reaction SMILES: [CH2:86]1[O:87][CH2:88][CH2:89][CH2:90]1.[Cu+2:99].[F:1][C:2]([c:3]1[n:4][c:5](-[c:18]2[cH:19][cH:20][c:21]([C:24]([F:25])([F:26])[F:27])[cH:22][cH:23]2)[n:6][c:7](-[c:9]2[cH:10][cH:11][c:12]([N+:15]([O-:16])=[O:17])[cH:13][cH:14]2)[cH:8]1)([F:28])[F:29].[F:30][C:31]([F:32])([C:33]([F:34])([F:35])[F:36])[C:37]([F:38])([F:39])[c:40]1[cH:41][c:42](-[c:43]2[cH:44][cH:45][c:46]([N+:47]([O-:48])=[O:49])[cH:50][cH:51]2)[n:52][c:53]([S:54][CH3:55])[n:56]1.[F:57][C:58]([F:59])([F:60])[c:61]1[cH:62][cH:63][c:64]([B:65]([OH:66])[OH:67])[cH:68][cH:69]1.[o:70]1[cH:71][cH:72][cH:73][c:74]1[P:75]([c:76]1[o:77][cH:78][cH:79][cH:80]1)[c:81]1[o:82][cH:83][cH:84][cH:85]1.[s:100]1[cH:101][cH:102][cH:103][c:104]1[C:105]([O-:106])=[O:107].[s:91]1[cH:92][cH:93][cH:94][c:95]1[C:96]([O-:97])=[O:98]>>[F:1][C:2]([c:3]1[n:4][c:5](-[c:18]2[cH:19][cH:20][c:21]([C:24]([F:25])([F:26])[F:27])[cH:22][cH:23]2)[n:6][c:7](-[c:9]2[cH:10][cH:11][c:12]([NH2:15])[cH:13][cH:14]2)[cH:8]1)([F:28])[F:29]. Reactants: C1CCOC1, [Cl-], O=Cc1c[nH]c(=O)c2ccccc12, O, c1ccc([P+](Cc2cccnc2)(c2ccccc2)c2ccccc2)cc1. The product is O=c1[nH]cc(C=Cc2cccnc2)c2ccccc12. RXN SMILES: [CH2:42]1[O:43][CH2:44][CH2:45][CH2:46]1.[Cl-:1].[O:28]=[c:29]1[nH:30][cH:31][c:32]([CH:39]=[O:40])[c:33]2[cH:34][cH:35][cH:36][cH:37][c:38]12.[OH2:41].[c:2]1([P+:3]([c:4]2[cH:5][cH:6][cH:7][cH:8][cH:16]2)([CH2:9][c:10]2[cH:11][n:12][cH:13][cH:14][cH:15]2)[c:17]2[cH:18][cH:19][cH:20][cH:21][cH:22]2)[cH:23][cH:24][cH:25][cH:26][cH:27]1>>[CH:9]([c:10]1[cH:11][n:12][cH:13][cH:14][cH:15]1)=[CH:39][c:32]1[cH:31][nH:30][c:29](=[O:28])[c:38]2[c:33]1[cH:34][cH:35][cH:36][cH:37]2. The reactants are ClC=1C(=NN(C1C)C(C(=O)O)C)C(F)(F)F (2-(4-chloro-5-methyl-3-(trifluoromethyl)-1H-pyrazol-1-yl)propanoic acid), FC1=CC=C(C=C1)N1N=CC=2NCCCC21 (1-(4-fluorophenyl)-4,5,6,7-tetrahydro-1H-pyrazolo[4,3-b]pyridine). Yields the product ClC=1C(=NN(C1C)C(C(=O)N1C2=C(CCC1)N(N=C2)C2=CC=C(C=C2)F)C)C(F)(F)F (2-[4-chloro-5-methyl-3-(trifluoromethyl)pyrazol-1-yl]-1-[1-(4-fluorophenyl)-6,7-dihydro-5H-pyrazolo[4,3-b]pyridin-4-yl]propan-1-one). Isolated yield 75.0%. RXN SMILES: [Cl:1][C:2]1[C:3]([C:13]([F:16])([F:15])[F:14])=[N:4][N:5]([CH:8]([CH3:12])[C:9]([OH:11])=O)[C:6]=1[CH3:7].[F:17][C:18]1[CH:23]=[CH:22][C:21]([N:24]2[C:32]3[CH2:31][CH2:30][CH2:29][NH:28][C:27]=3[CH:26]=[N:25]2)=[CH:20][CH:19]=1>>[Cl:1][C:2]1[C:3]([C:13]([F:16])([F:15])[F:14])=[N:4][N:5]([CH:8]([CH3:12])[C:9]([N:28]2[CH2:29][CH2:30][CH2:31][C:32]3[N:24]([C:21]4[CH:22]=[CH:23][C:18]([F:17])=[CH:19][CH:20]=4)[N:25]=[CH:26][C:27]2=3)=[O:11])[C:6]=1[CH3:7]. Reported procedure: The title compound was prepared from 2-(4-chloro-5-methyl-3-(trifluoromethyl)-1H-pyrazol-1-yl)propanoic acid and 1-(4-fluorophenyl)-4,5,6,7-tetrahydro-1H-pyrazolo[4,3-b]pyridine using General Method B. The product mixture was washed with 2×1 M NaHSO4. The reaction slurry was purified by flash chromatography (SiO2, 24 g column, eluting with 5-50% EtOAc in hexanes) to provide 137 mg (75%) of the title compound as a white foam. 1H NMR (400 MHz, CDCl3) δ 8.41 (s, 1H), 7.43 (m, 2H), 7.15 (m, 2H), 5.5... The reactants are N12CCC(CC1)(CC2)C(O)(C2=CC=CC=C2)C2=CC=CC=C2 (1-azabicyclo[2.2.2]oct-4-yl(diphenyl)methanol), BrCCCOC1=CC=C(C=C1)OCC1=CC=CC=C1 (1-[(3-bromopropyl)oxy]-4-[(phenylmethyl)oxy]benzene). Reaction SMILES: [N:1]12[CH2:8][CH2:7][C:4]([C:9]([C:17]3[CH:22]=[CH:21][CH:20]=[CH:19][CH:18]=3)([C:11]3[CH:16]=[CH:15][CH:14]=[CH:13][CH:12]=3)[OH:10])([CH2:5][CH2:6]1)[CH2:3][CH2:2]2.[Br:23][CH2:24][CH2:25][CH2:26][O:27][C:28]1[CH:33]=[CH:32][C:31]([O:34][CH2:35][C:36]2[CH:41]=[CH:40][CH:39]=[CH:38][CH:37]=2)=[CH:30][CH:29]=1>CC#N>[Br-:23].[OH:10][C:9]([C:17]1[CH:22]=[CH:21][CH:20]=[CH:19][CH:18]=1)([C:11]1[CH:12]=[CH:13][CH:14]=[CH:15][CH:16]=1)[C:4]12[CH2:5][CH2:6][N+:1]([CH2:24][CH2:25][CH2:26][O:27][C:28]3[CH:33]=[CH:32][C:31]([O:34][CH2:35][C:36]4[CH:41]=[CH:40][CH:39]=[CH:38][CH:37]=4)=[CH:30][CH:29]=3)([CH2:2][CH2:3]1)[CH2:8][CH2:7]2 |f:3.4|. Yield: 83.1%. Run in CC#N (CH3CN). Product: [Br-].OC(C12CC[N+](CC1)(CC2)CCCOC2=CC=C(C=C2)OCC2=CC=CC=C2)(C2=CC=CC=C2)C2=CC=CC=C2 (4-[hydroxy(diphenyl)methyl]-1-[3-({4-[(phenylmethyl)oxy]phenyl}oxy)propyl]-1-azoniabicyclo[2.2.2]octane bromide). Procedure: Following the general procedure outlined in Example 3, 1-azabicyclo[2.2.2]oct-4-yl(diphenyl)methanol (0.0479 g, 0.163 mmol) and 1-[(3-bromopropyl)oxy]-4-[(phenylmethyl)oxy]benzene (0.0730 g, 0.227 mmol) in 2 CH3CN/3 CHCl3 (4.0 mL) were reacted to give the desired product (0.0833 g, 83.3%). EI-MS m/z 534(M+) Rt (2.31 min). Starting materials: COc2ccc1ccccc1c2 (substrate), CC(C)c1ccc([Mg]Br)cc1 (effective_coupling_partner). The reagents and catalysts are ItBu. Reaction conditions: temperature 60 celsius, time 24 hour. The product is C(C)(C)c3ccc(c2ccc1ccccc1c2)cc3. The reactants are CC#N, CNCCN, CCOC(=O)C(F)(F)F, O. The product is CNCCNC(=O)C(F)(F)F. RXN SMILES: [CH3:16][C:17]#[N:18].[CH3:1][NH:2][CH2:3][CH2:4][NH2:5].[F:7][C:8]([C:9]([O:11][CH2:10][CH3:12])=[O:13])([F:14])[F:15].[OH2:6]>>[CH3:1][NH:2][CH2:3][CH2:4][NH:5][C:9]([C:8]([F:7])([F:14])[F:15])=[O:11]. Starting materials: C(C)(C)(C)OC(=O)NN(C(=O)OC(C)(C)C)C=1C(=NN2C1OC(=C2C2=C(C=C(C=C2)Cl)Cl)C)C (N′-[3-(2,4-Dichloro-phenyl)-2,6-dimethyl-pyrazolo[5,1-b]oxazol-7-yl]-N′-tert-butoxy carbonyl-hydrazinecarboxylic acid tert-butyl ester), C(C)(=O)CC(C)=O (acetylacetone), CC(=O)O (AcOH). Solvent: O (water). The product is ClC1=C(C=CC(=C1)Cl)C=1N2C(OC1C)=C(C(=N2)C)N2N=C(C=C2C)C (3-(2,4-dichloro-phenyl)-7-(3,5-dimethyl-pyrazol-1-yl)-2,6-dimethyl-pyrazolo[5,1-b]oxazole). Reaction SMILES: C(OC([NH:8][N:9]([C:17]1[C:18]([CH3:34])=[N:19][N:20]2[C:24]([C:25]3[CH:30]=[CH:29][C:28]([Cl:31])=[CH:27][C:26]=3[Cl:32])=[C:23]([CH3:33])[O:22][C:21]=12)[C:10](OC(C)(C)C)=O)=O)(C)(C)C.[C:35]([CH2:38]C(=O)C)(=O)[CH3:36].[CH3:42]C(O)=O>O>[Cl:32][C:26]1[CH:27]=[C:28]([Cl:31])[CH:29]=[CH:30][C:25]=1[C:24]1[N:20]2[N:19]=[C:18]([CH3:34])[C:17]([N:9]3[C:10]([CH3:42])=[CH:36][C:35]([CH3:38])=[N:8]3)=[C:21]2[O:22][C:23]=1[CH3:33]. Reported procedure: N′-[3-(2,4-Dichloro-phenyl)-2,6-dimethyl-pyrazolo[5,1-b]oxazol-7-yl]-N′-tert-butoxy carbonyl-hydrazinecarboxylic acid tert-butyl ester (Intermediate JA) (50 mg, 0.098 mmol), acetylacetone (0.514 ml, 4.99 mmol) and AcOH (5 ml) are stirred at 85° C. for 54 hours. The reaction is allowed to cool to RT and added to water (50 ml). The product is extracted into EtOAc (2×50 ml) and the combined organics are washed with brine, dried over MgSO4 and concentrated in vacuo. The crude product is purified by ... Starting materials: CC(C)(O)COCc1cccc(Br)n1, CCO, [K+], [K+], CC(C)(O)c1ccc(-c2cc(C(N)=O)c(N)s2)cc1, O=C([O-])[O-], O=C(C=Cc1ccccc1)C=Cc1ccccc1, O=C(C=Cc1ccccc1)C=Cc1ccccc1, O=C(C=Cc1ccccc1)C=Cc1ccccc1, [Pd], [Pd]. The product is CC(C)(O)COCc1cccc(Nc2sc(-c3ccc(C(C)(C)O)cc3)cc2C(N)=O)n1. As a reaction SMILES: [Br:20][c:21]1[cH:22][cH:23][cH:24][c:25]([CH2:27][O:28][CH2:29][C:30]([CH3:31])([OH:32])[CH3:33])[n:26]1.[CH3:96][CH2:97][OH:98].[K+:34].[K+:35].[NH2:1][c:2]1[s:3][c:4](-[c:10]2[cH:11][cH:12][c:13]([C:16]([CH3:17])([CH3:18])[OH:19])[cH:14][cH:15]2)[cH:5][c:6]1[C:7](=[O:8])[NH2:9].[O-:36][C:37]([O-:38])=[O:39].[O:42]=[C:43]([CH:44]=[CH:45][c:46]1[cH:47][cH:48][cH:49][cH:50][cH:51]1)[CH:52]=[CH:53][c:54]1[cH:55][cH:56][cH:57][cH:58][cH:59]1.[O:60]=[C:61]([CH:62]=[CH:63][c:64]1[cH:65][cH:66][cH:67][cH:68][cH:69]1)[CH:70]=[CH:71][c:72]1[cH:73][cH:74][cH:75][cH:76][cH:77]1.[O:78]=[C:79]([CH:80]=[CH:81][c:82]1[cH:83][cH:84][cH:85][cH:86][cH:87]1)[CH:88]=[CH:89][c:90]1[cH:91][cH:92][cH:93][cH:94][cH:95]1.[Pd:40].[Pd:41]>>[NH:1]([c:2]1[s:3][c:4](-[c:10]2[cH:11][cH:12][c:13]([C:16]([CH3:17])([CH3:18])[OH:19])[cH:14][cH:15]2)[cH:5][c:6]1[C:7](=[O:8])[NH2:9])[c:21]1[cH:22][cH:23][cH:24][c:25]([CH2:27][O:28][CH2:29][C:30]([CH3:31])([OH:32])[CH3:33])[n:26]1.